This data is from the Open Reaction Database (ORD), a public repository of structured organic reaction records. The task is: describe an organic reaction: reactants, conditions, products, and yield The reactants are Clc1nc(Cl)c2cc[nH]c2n1, ClCCl, O=C1CCC(=O)N1Br. Yields the product Clc1nc(Cl)c2c(Br)c[nH]c2n1. Reaction SMILES: [Cl:1][c:2]1[n:3][c:4]([Cl:11])[c:5]2[c:6]([n:7]1)[nH:8][cH:9][cH:10]2.[Cl:20][CH2:21][Cl:22].[O:12]=[C:13]1[N:14]([Br:19])[C:15](=[O:16])[CH2:17][CH2:18]1>>[Cl:1][c:2]1[n:3][c:4]([Cl:11])[c:5]2[c:6]([n:7]1)[nH:8][cH:9][c:10]2[Br:19]. Starting materials: NC(=O)N (urea), CSCCCNS(=O)(=O)C1=C(C(=CC=C1Cl)N)O (N-(3-methylthiopropyl)-3-amino-6-chloro-2-hydroxybenzenesulfonamide), BrC1=C(C=CC=C1)N=C=O (2-bromophenylisocyanate). Product: BrC1=C(C=CC=C1)NC(=O)NC1=C(C(=C(C=C1)Cl)S(=O)(=O)NCCCSC)O (N-(2-bromophenyl)-N′-[4-chloro-2-hydroxy-3-[N″-(3-methylthiopropyl)-aminosulfonyl]phenyl] urea). The yield is 73.7%. RXN SMILES: NC(N)=O.[CH3:5][S:6][CH2:7][CH2:8][CH2:9][NH:10][S:11]([C:14]1[C:19]([Cl:20])=[CH:18][CH:17]=[C:16]([NH2:21])[C:15]=1[OH:22])(=[O:13])=[O:12].[Br:23][C:24]1[CH:29]=[CH:28][CH:27]=[CH:26][C:25]=1[N:30]=[C:31]=[O:32]>>[Br:23][C:24]1[CH:29]=[CH:28][CH:27]=[CH:26][C:25]=1[NH:30][C:31]([NH:21][C:16]1[CH:17]=[CH:18][C:19]([Cl:20])=[C:14]([S:11]([NH:10][CH2:9][CH2:8][CH2:7][S:6][CH3:5])(=[O:13])=[O:12])[C:15]=1[OH:22])=[O:32]. Procedure details: Following the general procedure for urea formation outlined in example 15, N-(3-methylthiopropyl)-3-amino-6-chloro-2-hydroxybenzenesulfonamide (250 mg, 0.80 mmol) and 2-bromophenylisocyanate (191 mg, 0.97 mmol) were coupled to form the desired urea (300 mg, 74%). 1H NMR (MeOD-d4): δ 8.28 (d, 1H), 7.91 (d, 1H), 7.58 (d, 1H), 7.32 (t, 1H), 7.05 (d, 1H), 7.00 (t, 1H), 3.08 (t, 2H), 2.48 (t, 2H), 1.98 (s, 3H), 1.74 (m, 2H). Reactants: C(C)NCC (diethylamine), ClC(C(=O)O)C1=CC2=CC=C(C=C2C=C1)OC (α-chloro-6-methoxy-2-naphthylacetic acid). Solvent: CCCCCC (n-hexane). Product: C(C)[NH2+]CC.ClC(C(=O)[O-])C1=CC2=CC=C(C=C2C=C1)OC (α-chloro-6-methoxy-2-naphthylacetic acid, diethylammonium salt). As a reaction SMILES: [CH2:1]([NH:3][CH2:4][CH3:5])[CH3:2].[Cl:6][CH:7]([C:11]1[CH:20]=[CH:19][C:18]2[C:13](=[CH:14][CH:15]=[C:16]([O:21][CH3:22])[CH:17]=2)[CH:12]=1)[C:8]([OH:10])=[O:9]>CCCCCC>[CH2:1]([NH2+:3][CH2:4][CH3:5])[CH3:2].[Cl:6][CH:7]([C:11]1[CH:20]=[CH:19][C:18]2[C:13](=[CH:14][CH:15]=[C:16]([O:21][CH3:22])[CH:17]=2)[CH:12]=1)[C:8]([O-:10])=[O:9] |f:3.4|. Reported procedure: Anhydrous diethylamine (0.11 moles) is added dropwise to a stirred solution of α-chloro-6-methoxy-2-naphthylacetic acid (0.10 moles) in 100 ml. of n-hexane at 0°C. The precipitate is collected on a filter, washed with n-hexane, and dried in a vacuum desiccator to obtain α-chloro-6-methoxy-2-naphthylacetic acid, diethylammonium salt.